Dataset: the Open Reaction Database (ORD), a public repository of structured organic reaction records. Task: describe an organic reaction: reactants, conditions, products, and yield Starting materials: O=C(CNC(=O)c1cccc(C(F)(F)F)c1)NC1CNC1, O=C1CCC(c2ccc(=O)n(CCO)c2)CC1. Yields the product O=C(CNC(=O)c1cccc(C(F)(F)F)c1)NC1CN(C2CCC(c3ccc(=O)n(CCO)c3)CC2)C1. Reaction SMILES: [NH:18]1[CH2:19][CH:20]([NH:22][C:23](=[O:24])[CH2:25][NH:26][C:27]([c:28]2[cH:29][c:30]([C:34]([F:35])([F:36])[F:37])[cH:31][cH:32][cH:33]2)=[O:38])[CH2:21]1.[OH:1][CH2:2][CH2:3][n:4]1[c:5](=[O:17])[cH:6][cH:7][c:8]([CH:10]2[CH2:11][CH2:12][C:13](=[O:16])[CH2:14][CH2:15]2)[cH:9]1>>[OH:1][CH2:2][CH2:3][n:4]1[c:5](=[O:17])[cH:6][cH:7][c:8]([CH:10]2[CH2:11][CH2:12][CH:13]([N:18]3[CH2:19][CH:20]([NH:22][C:23](=[O:24])[CH2:25][NH:26][C:27]([c:28]4[cH:29][c:30]([C:34]([F:35])([F:36])[F:37])[cH:31][cH:32][cH:33]4)=[O:38])[CH2:21]3)[CH2:14][CH2:15]2)[cH:9]1. Starting materials: BrC=1C=CC2=C(N(C=3CCN(CCC32)C(=O)OC(C)(C)C)C)N1 (tert-Butyl 2-bromo-10-methyl-5,8,9,10-tetrahydropyrido[3′,2′:4,5]pyrrolo[2,3-d]azepine-7(6H)-carboxylate), ClC1=CC=C(COC2=CC(NC=C2)=O)C=C1 (4-(4-chlorobenzyloxy)pyridin-2(1H)-one). Product: ClC1=CC=C(COC2=CC(N(C=C2)C=2C=CC3=C(N(C=4CCN(CCC43)C(=O)OC(C)(C)C)C)N2)=O)C=C1 (tert-Butyl 2-(4-(4-chlorobenzyloxy)-2-oxopyridin-1(2H)-yl)-10-methyl-5,8,9,10-tetrahydropyrido[3′,2′:4,5]pyrrolo[2,3-d]azepine-7(6H)-carboxylate). Yield: 69.9%. RXN SMILES: Br[C:2]1[CH:3]=[CH:4][C:5]2[C:14]3[CH2:13][CH2:12][N:11]([C:15]([O:17][C:18]([CH3:21])([CH3:20])[CH3:19])=[O:16])[CH2:10][CH2:9][C:8]=3[N:7]([CH3:22])[C:6]=2[N:23]=1.[Cl:24][C:25]1[CH:39]=[CH:38][C:28]([CH2:29][O:30][C:31]2[CH:36]=[CH:35][NH:34][C:33](=[O:37])[CH:32]=2)=[CH:27][CH:26]=1>>[Cl:24][C:25]1[CH:39]=[CH:38][C:28]([CH2:29][O:30][C:31]2[CH:36]=[CH:35][N:34]([C:2]3[CH:3]=[CH:4][C:5]4[C:14]5[CH2:13][CH2:12][N:11]([C:15]([O:17][C:18]([CH3:21])([CH3:20])[CH3:19])=[O:16])[CH2:10][CH2:9][C:8]=5[N:7]([CH3:22])[C:6]=4[N:23]=3)[C:33](=[O:37])[CH:32]=2)=[CH:27][CH:26]=1. Procedure: tert-Butyl 2-bromo-10-methyl-5,8,9,10-tetrahydropyrido[3′,2′:4,5]pyrrolo[2,3-d]azepine-7(6H)-carboxylate (125 mg, 0.329 mmol) and 4-(4-chlorobenzyloxy)pyridin-2(1H)-one (85 mg, 0.36 mmol) were reacted following the procedure for Example 2 (step d) to provide the title compound (123 mg, 70%) as a white solid: ESI MS m/z 535 [M+H]+. The reactants are O=[O+][O-] (Ozone), O=S1(N(C2=C(CN1C(C)C)C=CC=C2C(=O)OCC)CC=C)=O (Ethyl 3,4-dihydro-2,2-dioxo-3-(1-methylethyl)-1-(prop-2-en-1-yl)-1H-2,1,3-benzothiadiazine-8-carboxylate), CSC (dimethyl sulfide). Run in ClCCl (dichloromethane). Conditions: temperature -75 celsius, time 1 hour. Yields the product O=S1(N(C2=C(CN1C(C)C)C=CC=C2C(=O)OCC)CC=O)=O (ethyl 3,4-dihydro-2,2-dioxo-3-(1-methylethyl)-1-(2-oxoethyl)-1H-2,1,3-benzothiadiazine-8-carboxylate). RXN SMILES: [O:1]=[S:2]1(=[O:23])[N:7]([CH:8]([CH3:10])[CH3:9])[CH2:6][C:5]2[CH:11]=[CH:12][CH:13]=[C:14]([C:15]([O:17][CH2:18][CH3:19])=[O:16])[C:4]=2[N:3]1[CH2:20][CH:21]=C.[O:24]=[O+][O-].CSC>ClCCl>[O:1]=[S:2]1(=[O:23])[N:7]([CH:8]([CH3:9])[CH3:10])[CH2:6][C:5]2[CH:11]=[CH:12][CH:13]=[C:14]([C:15]([O:17][CH2:18][CH3:19])=[O:16])[C:4]=2[N:3]1[CH2:20][CH:21]=[O:24]. Reported procedure: Ethyl 3,4-dihydro-2,2-dioxo-3-(1-methylethyl)-1-(prop-2-en-1-yl)-1H-2,1,3-benzothiadiazine-8-carboxylate (1.1 g)(prepared from ethyl 3,4-dihydro-2,2-dioxo-3-(1-methylethyl)-1H-2,1,3-benzothiadiazine-8-carboxylate and (prop-2-en-1-yl) bromide) was dissolved in dichloromethane (80 ml) and cooled to -75° C. Ozone was passed through the solution until the solution became blue. At which time, dimethyl sulfide (5 ml) was added and the solution allowed to come to room temperature over 1 hour. The solut... Yield: 66.5%. As a reaction SMILES: [C:1]([O:5][C:6]([NH:8][C@H:9]([C:15]([OH:17])=O)[CH2:10][S:11][CH2:12][CH2:13][NH2:14])=[O:7])([CH3:4])([CH3:3])[CH3:2].ON1C(=O)CCC1=O.C1(N=C=NC2CCCCC2)CCCCC1>CN(C=O)C>[C:1]([O:5][C:6]([NH:8][CH:9]1[CH2:10][S:11][CH2:12][CH2:13][NH:14][C:15]1=[O:17])=[O:7])([CH3:4])([CH3:3])[CH3:2]. Procedure: N-t-Butoxycarbonyl-S-(2-aminoethyl)-L-cysteine (5.0 g) and N-hydroxysuccinimide (2.6 g) are dissolved in 500 ml of DMF. With cooling in an ice-bath, a solution of dicyclohexylcarbodiimide (4.7 g) in 10 ml of DMF is added dropwise over a period of 15 minutes. The reaction mixture is kept in a 4° room for 10 days. The solvent is then removed by lyophilization. The crude product is extracted into chloroform. Repeated chromatography on silica gel (20:1 chloroform-methanol) affords the pure product (... The solvent is CN(C)C=O (DMF), CN(C)C=O (DMF). Reactants: C(C)(C)(C)OC(=O)N[C@@H](CSCCN)C(=O)O (N-t-Butoxycarbonyl-S-(2-aminoethyl)-L-cysteine), ON1C(CCC1=O)=O (N-hydroxysuccinimide), C1(CCCCC1)N=C=NC1CCCCC1 (dicyclohexylcarbodiimide). The product is C(C)(C)(C)OC(=O)NC1C(NCCSC1)=O (6-t-Butoxycarbonylamino-perhydro-1,4-thiazepin-5-one). The reactants are Cl (HCl), [OH-].[Na+] (NaOH), FC1=CC=C(OC=2C=C(C=CC2)C2CC(C2)=NO)C=C1 (3-(3-(4-fluorophenoxy)phenyl)cyclobutanone oxime), B (borane), N1=CC=CC=C1 (pyridine). Solvent: C(C)O (ethanol). Conditions: time 30 minute. Yields the product FC1=CC=C(OC=2C=C(C=CC2)C2CC(C2)NO)C=C1 (3-(3-(4-flurophenoxy)phenyl)-1-cyclobutylhydroxylamine). Reaction SMILES: [F:1][C:2]1[CH:20]=[CH:19][C:5]([O:6][C:7]2[CH:8]=[C:9]([CH:13]3[CH2:16][C:15](=[N:17][OH:18])[CH2:14]3)[CH:10]=[CH:11][CH:12]=2)=[CH:4][CH:3]=1.B.N1C=CC=CC=1.Cl.[OH-].[Na+]>C(O)C>[F:1][C:2]1[CH:3]=[CH:4][C:5]([O:6][C:7]2[CH:8]=[C:9]([CH:13]3[CH2:16][CH:15]([NH:17][OH:18])[CH2:14]3)[CH:10]=[CH:11][CH:12]=2)=[CH:19][CH:20]=1 |f:4.5|. Procedure details: To a solution of 3-(3-(4-fluorophenoxy)phenyl)cyclobutanone oxime from above, in ethanol (50 mL) was added borane.pyridine (2.06 g, 22.2 mmol) and the resulting solution was stirred for 30 min. 6N aqueous HCl (5.05 mL, 30.3 mmol) was then added dropwise and the reaction was stirred for 30 min. It was then neutralized by the addition of 2N aqueous NaOH and the ethanol evaporated in vacuo. The resulting residue was further diluted with brine to a volume of approximately 50 mL and extracted with et... Reactants: C=CCCC=C (1,5-hexadiene), C[SiH](Cl)Cl (methyldichlorosilane), C[SiH](Cl)Cl (methyldichlorosilane). Reaction conditions: temperature 40 celsius. Product: C(CCCC=C)[Si](Cl)(Cl)C (5-Hexenylmethyldichlorosilane). The yield is 87.6%. Reaction SMILES: [CH2:1]=[CH:2][CH2:3][CH2:4][CH:5]=[CH2:6].[CH3:7][SiH:8]([Cl:10])[Cl:9]>>[CH2:1]([Si:8]([CH3:7])([Cl:10])[Cl:9])[CH2:2][CH2:3][CH2:4][CH:5]=[CH2:6]. Procedure details: 5-Hexenylmethyldichlorosilane was prepared by combining 1,5-hexadiene (160 g, 1.95 m), 0.1 g of a platinum complex ##STR1## and methyldichlorosilane (5 g) in a flask equipped with a condenser and a thermometer. The mixture was heated to 40° C. to initiate the reaction. Additional methyldichlorosilane (120 g) was added dropwise to the mixture so that the temperature was kept below 55° C. The product was isolated in 87.6% yield by distillation under reduced pressure (bp 67°-9° C./2 mm Hg). Reactants: COC(=O)CC(C)=O, CC(C)(C)O, Cc1ccccc1, O=[Sn]. The product is CC(=O)CC(=O)OC(C)(C)C. Reaction SMILES: [C:1]([CH2:2][C:3](=[O:4])[CH3:5])(=[O:6])[O:7][CH3:8].[C:9]([CH3:10])([CH3:11])([CH3:12])[OH:13].[CH3:16][c:17]1[cH:18][cH:19][cH:20][cH:21][cH:22]1.[Sn:14]=[O:15]>>[C:1]([CH2:2][C:3](=[O:4])[CH3:5])(=[O:6])[O:13][C:9]([CH3:10])([CH3:11])[CH3:12].